From a dataset of the Open Reaction Database (ORD), a public repository of structured organic reaction records. describe an organic reaction: reactants, conditions, products, and yield The reactants are FC1=C(C=CC(=C1)NC1=NC=C(C=N1)C(F)(F)F)[C@@H]1CN(CCO1)C(=O)OC(C)(C)C ((R)-tert-butyl 2-(2-fluoro-4-(5-(trifluoromethyl)pyrimidin-2-ylamino)phenyl)morpholine-4-carboxylate), FC(C(=O)O)(F)F (trifluoroacetic acid), [OH-].[Na+] (NaOH). Run in C(C)#N (acetonitrile), O (water). Reaction conditions: temperature 80 celsius, time 16 hour. Product: FC=1C=C(C=CC1[C@@H]1CNCCO1)NC1=NC=C(C=N1)C(F)(F)F ((R)—N-(3-fluoro-4-(morpholin-2-yl)phenyl)-5-(trifluoromethyl)pyrimidin-2-amine). The yield is 73.7%. As a reaction SMILES: [F:1][C:2]1[CH:7]=[C:6]([NH:8][C:9]2[N:14]=[CH:13][C:12]([C:15]([F:18])([F:17])[F:16])=[CH:11][N:10]=2)[CH:5]=[CH:4][C:3]=1[C@H:19]1[O:24][CH2:23][CH2:22][N:21](C(OC(C)(C)C)=O)[CH2:20]1.FC(F)(F)C(O)=O.[OH-].[Na+]>C(#N)C.O>[F:1][C:2]1[CH:7]=[C:6]([NH:8][C:9]2[N:10]=[CH:11][C:12]([C:15]([F:18])([F:16])[F:17])=[CH:13][N:14]=2)[CH:5]=[CH:4][C:3]=1[C@H:19]1[O:24][CH2:23][CH2:22][NH:21][CH2:20]1 |f:2.3|. Procedure details: To a stirred solution of (R)-tert-butyl 2-(2-fluoro-4-(5-(trifluoromethyl)pyrimidin-2-ylamino)phenyl)morpholine-4-carboxylate (300 mg) in acetonitrile (2 ml) and water (6 ml) was added trifluoroacetic acid (522 μl). The reaction mixture was then capped and the mixture was shaken at 80° C. for 16 h. The reaction mixture was then cooled to room temperature and poured into 4 M aq. NaOH and extracted twice with EtOAc. The combined organic layers were dried over Na2SO4 and concentrated in vacuo. The ... The reactants are BrC(C(=O)Cl)(C)C (2-bromo-2-methyl-propionyl chloride), NC=1C(=C(C=CC1OCC1=CC=CC=C1)C(C)=O)O (1-(3-amino-4-benzyloxy-2-hydroxy-phenyl)-ethanone), C([O-])([O-])=O.[K+].[K+] (potassium carbonate). Run in C(C)#N (acetonitrile). Run at time 8 hour. Yields the product C(C)(=O)C1=CC=C(C=2NC(C(OC21)(C)C)=O)OCC2=CC=CC=C2 (8-acetyl-5-benzyloxy-2,2-dimethyl-4H-benzo[1,4]oxazin-3-one). Reaction SMILES: Br[C:2]([CH3:7])([CH3:6])[C:3](Cl)=[O:4].[NH2:8][C:9]1[C:10]([OH:26])=[C:11]([C:23](=[O:25])[CH3:24])[CH:12]=[CH:13][C:14]=1[O:15][CH2:16][C:17]1[CH:22]=[CH:21][CH:20]=[CH:19][CH:18]=1.C(=O)([O-])[O-].[K+].[K+]>C(#N)C>[C:23]([C:11]1[C:10]2[O:26][C:2]([CH3:7])([CH3:6])[C:3](=[O:4])[NH:8][C:9]=2[C:14]([O:15][CH2:16][C:17]2[CH:22]=[CH:21][CH:20]=[CH:19][CH:18]=2)=[CH:13][CH:12]=1)(=[O:25])[CH3:24] |f:2.3.4|. Reported procedure: 28 g (0.15 mol) 2-bromo-2-methyl-propionyl chloride are added dropwise to 25.7 g (0.10 mol) 1-(3-amino-4-benzyloxy-2-hydroxy-phenyl)-ethanone and 41 g (0.30 mol) potassium carbonate in 215 mL acetonitrile. After 8 hours stirring at reflux temperature the solid is filtered off, the filtrate is evaporated down and the residue is crystallised from ethanol. Yield: 11.2 g (35%); melting range=124-126° C. Starting materials: FC1=C(C#N)C(=CC(=C1)F)F (2,4,6-trifluorobenzonitrile), OC1CCNCC1 (4-hydroxypiperidine). Solvent: CO (MeOH). Reaction conditions: temperature 65 celsius. The product is FC1=C(C#N)C(=CC(=C1)N1CCC(CC1)O)F (2,6-difluoro-4-(4-hydroxy-piperidin-1-yl)-benzonitrile). Yield: 21.3%. Reaction SMILES: [F:1][C:2]1[CH:9]=[C:8](F)[CH:7]=[C:6]([F:11])[C:3]=1[C:4]#[N:5].[OH:12][CH:13]1[CH2:18][CH2:17][NH:16][CH2:15][CH2:14]1>CO>[F:1][C:2]1[CH:9]=[C:8]([N:16]2[CH2:17][CH2:18][CH:13]([OH:12])[CH2:14][CH2:15]2)[CH:7]=[C:6]([F:11])[C:3]=1[C:4]#[N:5]. Reported procedure: To a solution of 1.0 g (6.4 mmol) of 2,4,6-trifluorobenzonitrile in MeOH (35 mL) was added 0.65 g (6.4 mmol) of 4-hydroxypiperidine and 1.2 mL (6.7 mmol) of N,N-diiisopropylethylamine. The mixture was heated to 65° C. for 4 h then cooled to room temperature and concentrated under reduced pressure. The residue was purified by flash silica gel chromatography to provide 0.325 g (21%) of 2,6-difluoro-4-(4-hydroxy-piperidin-1-yl)-benzonitrile as a white solid. Reactants: N1CCNCC1 (piperazine), CN=C=O (methyl isocyanate). The solvent is ClCCl (dichloromethane). The product is CNC(=O)N1CCNCC1 (N-methyl-1-piperazinecarboxamide). As a reaction SMILES: [NH:1]1[CH2:6][CH2:5][NH:4][CH2:3][CH2:2]1.[CH3:7][N:8]=[C:9]=[O:10]>ClCCl>[CH3:7][NH:8][C:9]([N:1]1[CH2:6][CH2:5][NH:4][CH2:3][CH2:2]1)=[O:10]. Procedure: To the solution of piperazine (3 g) in dichloromethane (30 ml) was added methyl isocyanate (2.16 ml) in an ice water bath with stirring. After 10 minutes the mixture was stirred at ambient temperature for 1 hour. The reaction mixture was evaporated in vacuo. The residue was diluted with acetonitrile (15 ml) and crystals were filtered off. The filtrate was evaporated in vacuo. To the residue was added xylene and the solvent was azeotropically removed in vacuo to give N-methyl-1-piperazinecarboxam... Reactants: Cl (HCl), N[C@@H](CC1=CC=CC=C1)C(=O)OC (H-Phe-OCH3), N1([C@H](C(=O)N[C@@H](C(C)C)C(=O)N[C@@H](CC2=CC=CC=C2)C(=O)O)CCC1)C(=O)OCC1=CC=CC=C1 (Z-Pro-Val-Phe-OH), [OH-].[Na+] (NaOH). Run in C(CC(O)(C(=O)O)CC(=O)O)(=O)O (citric acid), O (water). Yields the product N1([C@H](C(=O)N[C@@H](C(C)C)C(=O)N[C@@H](CC2=CC=CC=C2)C(=O)N[C@@H](CC2=CC=CC=C2)C(=O)OC)CCC1)C(=O)OCC1=CC=CC=C1 (Z-Pro-Val-Phe-Phe-OCH3). Isolated yield 37.2%. As a reaction SMILES: Cl.[NH2:2][C@H:3]([C:11]([O:13][CH3:14])=[O:12])[CH2:4][C:5]1[CH:10]=[CH:9][CH:8]=[CH:7][CH:6]=1.[N:15]1([C:41]([O:43][CH2:44][C:45]2[CH:50]=[CH:49][CH:48]=[CH:47][CH:46]=2)=[O:42])[CH2:40][CH2:39][CH2:38][C@H:16]1[C:17]([NH:19][C@H:20]([C:24]([NH:26][C@H:27]([C:35](O)=[O:36])[CH2:28][C:29]1[CH:34]=[CH:33][CH:32]=[CH:31][CH:30]=1)=[O:25])[CH:21]([CH3:23])[CH3:22])=[O:18].[OH-].[Na+]>C(O)(=O)CC(CC(O)=O)(C(O)=O)O.O>[N:15]1([C:41]([O:43][CH2:44][C:45]2[CH:46]=[CH:47][CH:48]=[CH:49][CH:50]=2)=[O:42])[CH2:40][CH2:39][CH2:38][C@H:16]1[C:17]([NH:19][C@H:20]([C:24]([NH:26][C@H:27]([C:35]([NH:2][C@H:3]([C:11]([O:13][CH3:14])=[O:12])[CH2:4][C:5]1[CH:10]=[CH:9][CH:8]=[CH:7][CH:6]=1)=[O:36])[CH2:28][C:29]1[CH:30]=[CH:31][CH:32]=[CH:33][CH:34]=1)=[O:25])[CH:21]([CH3:23])[CH3:22])=[O:18] |f:3.4|. Reported procedure: A solution of 0.216 g (10 mmol) of HCl.H-Phe-OCH3 (MW 215.5) in 40 ml of citric acid buffer solution (pH = 4.0) was added to a solution of 0.495 g (10 mmol) of Z-Pro-Val-Phe-OH (MW 495) in 10 ml of 1N-NaOH, and 30 ml of water was further added with stirring. A 0.1 g sample of pepsin (1:10000) was added to the mixture with stirring at 40°C for 24 hours to react them. The resulting white precipitate was filtered by a glass filter (G-3) and was sequentially washed with 5% ammonia water, 5% citric a... Reactants: ( t ), Steroids, ( m ), Potassium ⟦trisamylborohydride⟧ trisiamylborohydride, C1CCOC1 (THF), ( s ), CC([C@H]1CC[C@H]2[C@@H]3CC[C@H]4CC(CC[C@]4(C)[C@H]3CC[C@]12C)=O)=O (5α-Pregnan-3,20-dione), ( t ). Reaction conditions: temperature 0 celsius, time 2 hour. The product is O[C@H]1C[C@@H]2CC[C@H]3[C@@H]4CC[C@H](C(C)=O)[C@]4(CC[C@@H]3[C@]2(CC1)C)C (3α-hydroxy-5α-pregnan-20-one). Isolated yield 33.0%. RXN SMILES: C1COCC1.[CH3:6][C:7](=[O:28])[C@@H:8]1[C@:25]2([CH3:26])[C@H:11]([C@H:12]3[C@H:22]([CH2:23][CH2:24]2)[C@:20]2([CH3:21])[C@H:15]([CH2:16][C:17](=[O:27])[CH2:18][CH2:19]2)[CH2:14][CH2:13]3)[CH2:10][CH2:9]1>>[OH:27][C@@H:17]1[CH2:18][CH2:19][C@@:20]2([CH3:21])[C@@H:15]([CH2:14][CH2:13][C@@H:12]3[C@@H:22]2[CH2:23][CH2:24][C@@:25]2([CH3:26])[C@H:11]3[CH2:10][CH2:9][C@@H:8]2[C:7](=[O:28])[CH3:6])[CH2:16]1. Reported procedure: The reaction was carried out under a dry N2 atmosphere. Potassium ⟦trisamylborohydride⟧ trisiamylborohydride solution (KS-⟦Selectide⟧Selectride) in THF (6 cc, 5.83 mmol) was introduced into a three neck round bottom flask and cooled to 0° C. 5α-Pregnan-3,20-dione (1.58 g, 5 mmol) dissolved in 10 reducing agent. The resulting mixture was stirred vigorously for 2 hours at 0° C. and then allowed to equilibrate to room temperature for 1 hour. The reaction was quenched with 3 ml of water and 7 ml of ... Reactants: NC(=O)C1(Nc2ccc(F)cc2)CCN(Cc2ccccc2)CC1, CC(=O)O, CCOC(OCC)OCC, N, O. Yields the product O=C1N=CN(c2ccc(F)cc2)C12CCN(Cc1ccccc1)CC2. Reaction SMILES: [CH2:1]([c:2]1[cH:3][cH:4][cH:5][cH:6][cH:7]1)[N:8]1[CH2:9][CH2:10][C:11]([C:14](=[O:15])[NH2:16])([NH:17][c:18]2[cH:19][cH:20][c:21]([F:24])[cH:22][cH:23]2)[CH2:12][CH2:13]1.[CH3:36][C:37](=[O:38])[OH:39].[CH:26]([O:27][CH2:28][CH3:29])([O:30][CH2:31][CH3:32])[O:33][CH2:34][CH3:35].[NH3:25].[OH2:40]>>[CH2:1]([c:2]1[cH:3][cH:4][cH:5][cH:6][cH:7]1)[N:8]1[CH2:9][CH2:10][C:11]2([CH2:12][CH2:13]1)[C:14](=[O:15])[N:16]=[CH:26][N:17]2[c:18]1[cH:19][cH:20][c:21]([F:24])[cH:22][cH:23]1.